From a dataset of the Open Reaction Database (ORD), a public repository of structured organic reaction records. describe an organic reaction: reactants, conditions, products, and yield The reactants are CCOCC (ether), NC1=C(C(=NN1C1=C(C=C(C=C1Cl)C(F)(F)F)Cl)C#N)I (5-amino-3-cyano-1-(2,6-dichloro-4-trifluoromethylphenyl)-4-iodopyrazole), C(O)([O-])=O.[Na+] (sodium hydrogen carbonate), ClC=1C=C(C=CC1)B(O)O (3-chlorophenylboronic acid). Reagents/catalysts: C=1C=CC(=CC1)[P](C=2C=CC=CC2)(C=3C=CC=CC3)[Pd]([P](C=4C=CC=CC4)(C=5C=CC=CC5)C=6C=CC=CC6)([P](C=7C=CC=CC7)(C=8C=CC=CC8)C=9C=CC=CC9)[P](C=1C=CC=CC1)(C=1C=CC=CC1)C=1C=CC=CC1 (tetrakis(triphenylphosphine)palladium(0)). The solvent is O (water), C1(=CC=CC=C1)C (toluene), C(C)O (ethanol). Yields the product NC1=C(C(=NN1C1=C(C=C(C=C1Cl)C(F)(F)F)Cl)C#N)C1=CC(=CC=C1)Cl (5-Amino-4-(3-chlorophenyl)-3-cyano-1-(2,6-dichloro-4-trifluoromethylphenyl)pyrazole). The yield is 21.6%. RXN SMILES: [NH2:1][C:2]1[N:6]([C:7]2[C:12]([Cl:13])=[CH:11][C:10]([C:14]([F:17])([F:16])[F:15])=[CH:9][C:8]=2[Cl:18])[N:5]=[C:4]([C:19]#[N:20])[C:3]=1I.C(=O)([O-])O.[Na+].[Cl:27][C:28]1[CH:29]=[C:30](B(O)O)[CH:31]=[CH:32][CH:33]=1.CCOCC>C1(C)C=CC=CC=1.C(O)C.C1C=CC([P]([Pd]([P](C2C=CC=CC=2)(C2C=CC=CC=2)C2C=CC=CC=2)([P](C2C=CC=CC=2)(C2C=CC=CC=2)C2C=CC=CC=2)[P](C2C=CC=CC=2)(C2C=CC=CC=2)C2C=CC=CC=2)(C2C=CC=CC=2)C2C=CC=CC=2)=CC=1.O>[NH2:1][C:2]1[N:6]([C:7]2[C:12]([Cl:13])=[CH:11][C:10]([C:14]([F:17])([F:16])[F:15])=[CH:9][C:8]=2[Cl:18])[N:5]=[C:4]([C:19]#[N:20])[C:3]=1[C:32]1[CH:31]=[CH:30][CH:29]=[C:28]([Cl:27])[CH:33]=1 |f:1.2,^1:55,57,76,95|. Procedure details: To a rapidly stirred solution of 5-amino-3-cyano-1-(2,6-dichloro-4-trifluoromethylphenyl)-4-iodopyrazole (0.335 g) in toluene (2 ml) containing tetrakis(triphenylphosphine)palladium(0) (0.03 g) was added saturated aqueous sodium hydrogen carbonate solution (1 ml) and a solution of 3-chlorophenylboronic acid (0.240 g) in ethanol (1 ml). The mixture wAas heated under reflux for 4 hours, cooled and then poured into ether (25 ml) and water (25 ml). The organic layer was separated, washed with water ...